This data is from the Open Reaction Database (ORD), a public repository of structured organic reaction records. The task is: describe an organic reaction: reactants, conditions, products, and yield Reaction SMILES: [C:48]([BH3-:49])#[N:50].[CH3:56][OH:57].[CH3:58][C:59](=[O:60])[OH:61].[CH:52]([Cl:53])([Cl:54])[Cl:55].[Mg+2:33].[NH2:1][CH2:2][CH2:3][c:4]1[c:5](-[c:25]2[cH:26][c:27]([CH3:32])[cH:28][c:29]([CH3:31])[cH:30]2)[nH:6][c:7]2[cH:8][cH:9][c:10]([C:13]([C:14](=[O:15])[N:16]3[CH:17]4[CH2:18][CH2:19][CH:20]3[CH2:21][CH2:22]4)([CH3:23])[CH3:24])[cH:11][c:12]12.[Na+:51].[O-:34][S:35](=[O:36])(=[O:37])[O-:38].[n:39]1[cH:40][c:41]([CH2:45][CH:46]=[O:47])[cH:42][cH:43][cH:44]1>>[NH:1]([CH2:2][CH2:3][c:4]1[c:5](-[c:25]2[cH:26][c:27]([CH3:32])[cH:28][c:29]([CH3:31])[cH:30]2)[nH:6][c:7]2[cH:8][cH:9][c:10]([C:13]([C:14](=[O:15])[N:16]3[CH:17]4[CH2:18][CH2:19][CH:20]3[CH2:21][CH2:22]4)([CH3:23])[CH3:24])[cH:11][c:12]12)[CH2:46][CH2:45][c:41]1[cH:40][n:39][cH:44][cH:43][cH:42]1. Yields the product Cc1cc(C)cc(-c2[nH]c3ccc(C(C)(C)C(=O)N4C5CCC4CC5)cc3c2CCNCCc2cccnc2)c1. The reactants are [BH3-]C#N, CO, CC(=O)O, ClC(Cl)Cl, [Mg+2], Cc1cc(C)cc(-c2[nH]c3ccc(C(C)(C)C(=O)N4C5CCC4CC5)cc3c2CCN)c1, [Na+], O=S(=O)([O-])[O-], O=CCc1cccnc1.